This data is from the Open Reaction Database (ORD), a public repository of structured organic reaction records. The task is: describe an organic reaction: reactants, conditions, products, and yield Starting materials: ( 5 ), ( 18 ), Cl.O[C@@H](CNC(CC1=CC=C(C=C1)OC)(C)C)COC1=CC=C(C=C1)C(C)(C)C ((S)—N-[2-Hydroxy-3-(4-t-butylphenoxy)propyl]-1,1-dimethyl-2-(4-methoxyphenyl)ethylamine Hydrochloride), ( 9 ), ( 100 ), Cl.OC(CNC(CC1=CC=C(C=C1)OC)(C)C)COC1=CC=C(C=C1)C(C)(C)C (N-[2-Hydroxy-3-(4-t-butylphenoxy)propyl]-1,1-dimethyl-2-(4-methoxyphenyl)ethylamine Hydrochloride), ( 10 ). Yields the product Cl.OC(CNC(CC1=CC=C(C=C1)OC)(C)C)COC1=CC(=CC=C1)C(C)C (N-[2-hydroxy-3-(3-iso-propylphenoxy)propyl]-1,1-dimethyl-2-(4-methoxyphenyl)ethylamine Hydrochloride). Reaction SMILES: [ClH:1].[OH:2][CH:3]([CH2:18][O:19]C1C=CC(C(C)(C)C)=CC=1)[CH2:4][NH:5][C:6]([CH3:17])([CH3:16])[CH2:7][C:8]1[CH:13]=[CH:12][C:11]([O:14][CH3:15])=[CH:10][CH:9]=1.Cl.O[C@H](CO[C:49]1[CH:54]=[CH:53][C:52]([C:55](C)([CH3:57])[CH3:56])=[CH:51][CH:50]=1)CNC(C)(C)CC1C=CC(OC)=CC=1>>[ClH:1].[OH:2][CH:3]([CH2:18][O:19][C:50]1[CH:49]=[CH:54][CH:53]=[C:52]([CH:55]([CH3:57])[CH3:56])[CH:51]=1)[CH2:4][NH:5][C:6]([CH3:17])([CH3:16])[CH2:7][C:8]1[CH:9]=[CH:10][C:11]([O:14][CH3:15])=[CH:12][CH:13]=1 |f:0.1,2.3,4.5|. Procedure details: GC/EI-MS, m/z (rel. int.) 356 (M−15, 0.1), 251 (18), 250 (100), 163 (6), 121 (21), 117 (5), 114 (10), 91 (9).